From a dataset of the Open Reaction Database (ORD), a public repository of structured organic reaction records. describe an organic reaction: reactants, conditions, products, and yield The reactants are Cl.ClCC#CCN1CCOCC1 (4-(4-chlorobut-2-yn-1-yl)morpholine hydrochloride), C(C(C)C)(=O)OCC (ethyl isobutyrate), C[Si](C)(C)[N-][Si](C)(C)C.[Li+] (lithium bis(trimethylsilyl)amide), solution. Run in C1CCOC1 (THF), C1CCOC1 (THF). Reaction conditions: temperature -78 celsius, time 30 minute. The product is CC(C(=O)OCC)(CC#CCN1CCOCC1)C (Ethyl 2,2-dimethyl-6-morpholin-4-ylhex-4-ynoate). Isolated yield 69.7%. As a reaction SMILES: [C:1]([O:6][CH2:7][CH3:8])(=[O:5])[CH:2]([CH3:4])[CH3:3].C[Si]([N-][Si](C)(C)C)(C)C.[Li+].Cl.Cl[CH2:21][C:22]#[C:23][CH2:24][N:25]1[CH2:30][CH2:29][O:28][CH2:27][CH2:26]1>C1COCC1>[CH3:3][C:2]([CH3:4])([CH2:21][C:22]#[C:23][CH2:24][N:25]1[CH2:30][CH2:29][O:28][CH2:27][CH2:26]1)[C:1]([O:6][CH2:7][CH3:8])=[O:5] |f:1.2,3.4|. Procedure details: To a solution of ethyl isobutyrate (530 μl; 4.08 mmol) in THF (5 mL) was added lithium bis(trimethylsilyl)amide (7.30 mL; solution 1.00 M in THF; 7.30 mmol) at −78° C. The mixture was removed from the cooling bath and stirred for 30 min. It was then cannulated over a suspension of 4-(4-chlorobut-2-yn-1-yl)morpholine hydrochloride (prepared as described by Gomez et al., 1997 Tetrahedron, 53(50), 17201-17210; 714 mg; 3.40 mmol) in THF (5 mL) maintained at −78° C. The reaction mixture was left in t... Starting materials: O=C([O-])O, CS(=O)(=O)Cl, CCN(C(C)C)C(C)C, ClCCl, COc1cc(-c2csc3c(C(=O)NC4CCCNC4)cnc(N)c23)ccc1NC(=O)c1cc2ccccc2n1C, [Na+]. Product: COc1cc(-c2csc3c(C(=O)NC4CCCN(S(C)(=O)=O)C4)cnc(N)c23)ccc1NC(=O)c1cc2ccccc2n1C. RXN SMILES: [C:55](=[O:56])([OH:57])[O-:58].[CH3:41][S:42]([Cl:43])(=[O:44])=[O:45].[CH:46]([N:47]([CH2:48][CH3:49])[CH:50]([CH3:51])[CH3:52])([CH3:53])[CH3:54].[Cl:60][CH2:61][Cl:62].[NH2:1][c:2]1[n:3][cH:4][c:5]([C:32](=[O:33])[NH:34][CH:35]2[CH2:36][NH:37][CH2:38][CH2:39][CH2:40]2)[c:6]2[c:7]1[c:8](-[c:11]1[cH:12][c:13]([O:30][CH3:31])[c:14]([NH:17][C:18](=[O:19])[c:20]3[n:21]([CH3:29])[c:22]4[cH:23][cH:24][cH:25][cH:26][c:27]4[cH:28]3)[cH:15][cH:16]1)[cH:9][s:10]2.[Na+:59]>>[NH2:1][c:2]1[n:3][cH:4][c:5]([C:32](=[O:33])[NH:34][CH:35]2[CH2:36][N:37]([S:42]([CH3:41])(=[O:44])=[O:45])[CH2:38][CH2:39][CH2:40]2)[c:6]2[c:7]1[c:8](-[c:11]1[cH:12][c:13]([O:30][CH3:31])[c:14]([NH:17][C:18](=[O:19])[c:20]3[n:21]([CH3:29])[c:22]4[cH:23][cH:24][cH:25][cH:26][c:27]4[cH:28]3)[cH:15][cH:16]1)[cH:9][s:10]2. The reactants are CCOC(=O)CCNC(=O)c1ccc(C(CCCC(F)(F)F)Sc2cc(C)c(Br)c(C)c2)cc1, Cc1ccccc1, [F-], OB(O)c1ccc(C(F)(F)F)cc1, [K+]. Yields the product CCOC(=O)CCNC(=O)c1ccc(C(CCCC(F)(F)F)Sc2cc(C)c(-c3ccc(C(F)(F)F)cc3)c(C)c2)cc1. RXN SMILES: [CH2:1]([CH3:2])[O:3][C:4]([CH2:5][CH2:6][NH:7][C:8]([c:9]1[cH:10][cH:11][c:12]([CH:15]([CH2:16][CH2:17][CH2:18][C:19]([F:20])([F:21])[F:22])[S:23][c:24]2[cH:25][c:26]([CH3:32])[c:27]([Br:31])[c:28]([CH3:30])[cH:29]2)[cH:13][cH:14]1)=[O:33])=[O:34].[CH3:50][c:51]1[cH:52][cH:53][cH:54][cH:55][cH:56]1.[F-:48].[F:35][C:36]([c:37]1[cH:38][cH:39][c:40]([B:43]([OH:44])[OH:45])[cH:41][cH:42]1)([F:46])[F:47].[K+:49]>>[CH2:1]([CH3:2])[O:3][C:4]([CH2:5][CH2:6][NH:7][C:8]([c:9]1[cH:10][cH:11][c:12]([CH:15]([CH2:16][CH2:17][CH2:18][C:19]([F:20])([F:21])[F:22])[S:23][c:24]2[cH:25][c:26]([CH3:32])[c:27](-[c:40]3[cH:39][cH:38][c:37]([C:36]([F:35])([F:46])[F:47])[cH:42][cH:41]3)[c:28]([CH3:30])[cH:29]2)[cH:13][cH:14]1)=[O:33])=[O:34]. Reactants: CCOC(=O)C(OC)c1c(F)ccc(O)c1F, CCCC[N+](CCCC)(CCCC)CCCC, C1CCOC1, [F-]. Yields the product CCOC(=O)C(OC)c1c(F)ccc(O)c1F, N. RXN SMILES: [CH2:19]([CH3:20])[O:21][C:22]([CH:23]([O:24][CH3:25])[c:26]1[c:27]([F:34])[c:28]([OH:33])[cH:29][cH:30][c:31]1[F:32])=[O:35].[CH2:2]([N+:6]([CH2:3][CH2:4][CH2:5][CH3:7])([CH2:8][CH2:9][CH2:10][CH3:11])[CH2:12][CH2:13][CH2:14][CH3:15])[CH2:16][CH2:17][CH3:18].[CH2:36]1[O:37][CH2:38][CH2:39][CH2:40]1.[F-:1]>>[CH2:19]([CH3:20])[O:21][C:22]([CH:23]([O:24][CH3:25])[c:26]1[c:27]([F:34])[c:28]([OH:33])[cH:29][cH:30][c:31]1[F:32])=[O:35].[NH3:6]. The reactants are OO (Hydrogen peroxide), ClC1=NC(=CN=C1)OC (2-chloro-6-methoxypyrazine). The solvent is C(C)(=O)O (acetic acid). The product is ClC1=NC(=C[N+](=C1)[O-])OC (2-chloro-6-methoxypyrazine 4-oxide). As a reaction SMILES: [OH:1]O.[Cl:3][C:4]1[CH:9]=[N:8][CH:7]=[C:6]([O:10][CH3:11])[N:5]=1>C(O)(=O)C>[Cl:3][C:4]1[CH:9]=[N+:8]([O-:1])[CH:7]=[C:6]([O:10][CH3:11])[N:5]=1. Procedure details: Hydrogen peroxide (1.5 ml. of 30%) is added to a solution of 10 mmole of 2-chloro-6-methoxypyrazine in 5 ml. acetic acid. The solution is heated at 60°-75° C. for 10-15 hours. The solution is concentrated to quarter volume, diluted with water and extracted with chloroform, washed, dried and evaporated to give 2-chloro-6-methoxypyrazine 4-oxide which may be crystallized from a suitable solvent such as ethanol. Starting materials: CC(C)(C)OC(=O)C1CC(C#N)C(c2ccccc2)N1, Cc1cccc(NC(=O)NCC(=O)O)c1, CC#N, C(=NC1CCCCC1)=NC1CCCCC1. The product is Cc1cccc(NC(=O)NCC(=O)N2C(C(=O)OC(C)(C)C)CC(C#N)C2c2ccccc2)c1. RXN SMILES: [C:1](#[N:2])[CH:3]1[CH2:4][CH:5]([C:14](=[O:15])[O:16][C:17]([CH3:18])([CH3:19])[CH3:20])[NH:6][CH:7]1[c:8]1[cH:9][cH:10][cH:11][cH:12][cH:13]1.[CH3:21][c:22]1[cH:23][c:24]([NH:28][C:29]([NH:30][CH2:31][C:32](=[O:33])[OH:34])=[O:35])[cH:25][cH:26][cH:27]1.[CH3:51][C:52]#[N:53].[CH:36]1([N:37]=[C:38]=[N:39][CH:40]2[CH2:41][CH2:42][CH2:43][CH2:44][CH2:45]2)[CH2:46][CH2:47][CH2:48][CH2:49][CH2:50]1>>[C:1](#[N:2])[CH:3]1[CH2:4][CH:5]([C:14](=[O:15])[O:16][C:17]([CH3:18])([CH3:19])[CH3:20])[N:6]([C:32]([CH2:31][NH:30][C:29]([NH:28][c:24]2[cH:23][c:22]([CH3:21])[cH:27][cH:26][cH:25]2)=[O:35])=[O:33])[CH:7]1[c:8]1[cH:9][cH:10][cH:11][cH:12][cH:13]1. Reactants: ClC=1C=CC2=C(N=C(C=3C(C=4C=NC=CC4C23)=O)CS(=O)(=O)C2=CC=C(C=C2)C)C1 (3-chloro-6-(toluene-4-sulfonylmethyl)-5,9-diaza-benzo[c]fluoren-7-one), NCCN(CCCN(C)CCN)C (N,N′-bis-(2-amino-ethyl)-N,N′-dimethyl-propane-1,3-diamine). The product is ClC=1C=CC2=C(N=C(C=3C(C=4C=NC=CC4C23)=O)NCCN(C)CCCN(C)CCNC2=NC3=C(C=4C=5C=CN=CC5C(C24)=O)C=CC(=C3)Cl)C1 (3-chloro-6-{2-[(3-{[2-(3-chloro-7-oxo-7H-5,9-diaza-benzo[c]fluoren-6-ylamino)-ethyl]-methyl-amino}-propyl)-methyl-amino]-ethylamino}-5,9-diaza-benzo[c]fluoren-7-one). RXN SMILES: [Cl:1][C:2]1[CH:3]=[CH:4][C:5]2[C:17]3[C:16]4[CH:15]=[CH:14][N:13]=[CH:12][C:11]=4[C:10](=[O:18])[C:9]=3[C:8](CS(C3C=CC(C)=CC=3)(=O)=O)=[N:7][C:6]=2[CH:30]=1.[NH2:31][CH2:32][CH2:33][N:34]([CH3:43])[CH2:35][CH2:36][CH2:37][N:38]([CH2:40][CH2:41][NH2:42])[CH3:39]>>[Cl:1][C:2]1[CH:3]=[CH:4][C:5]2[C:17]3[C:16]4[CH:15]=[CH:14][N:13]=[CH:12][C:11]=4[C:10](=[O:18])[C:9]=3[C:8]([NH:42][CH2:41][CH2:40][N:38]([CH2:37][CH2:36][CH2:35][N:34]([CH2:33][CH2:32][NH:31][C:8]3[C:9]4[C:10](=[O:18])[C:11]5[CH:12]=[N:13][CH:14]=[CH:15][C:16]=5[C:17]=4[C:5]4[CH:4]=[CH:3][C:2]([Cl:1])=[CH:30][C:6]=4[N:7]=3)[CH3:43])[CH3:39])=[N:7][C:6]=2[CH:30]=1. Reported procedure: In a similar manner to Example 4, this compound was obtained starting from 3-chloro-6-(toluene-4-sulfonylmethyl)-5,9-diaza-benzo[c]fluoren-7-one (the compound of Reference Example 7c-2) and N,N′-bis-(2-amino-ethyl)-N,N′-dimethyl-propane-1,3-diamine. The desired product was obtained as a reddish powder.